describe an organic reaction: reactants, conditions, products, and yield From a dataset of the Open Reaction Database (ORD), a public repository of structured organic reaction records. The reactants are CN, CN1CCCC1=O, CS(=O)(=O)c1nnc(-c2ccc3ncn(-c4ccc(OC(F)F)cc4)c3c2)o1, C1CCOC1. Product: CNc1nnc(-c2ccc3ncn(-c4ccc(OC(F)F)cc4)c3c2)o1. As a reaction SMILES: [CH3:34][NH2:35].[CH3:36][N:37]1[CH2:38][CH2:39][CH2:40][C:41]1=[O:42].[F:1][CH:2]([O:3][c:4]1[cH:5][cH:6][c:7](-[n:10]2[cH:11][n:12][c:13]3[c:14]2[cH:15][c:16](-[c:19]2[o:20][c:21]([S:24]([CH3:25])(=[O:26])=[O:27])[n:22][n:23]2)[cH:17][cH:18]3)[cH:8][cH:9]1)[F:28].[O:29]1[CH2:30][CH2:31][CH2:32][CH2:33]1>>[F:1][CH:2]([O:3][c:4]1[cH:5][cH:6][c:7](-[n:10]2[cH:11][n:12][c:13]3[c:14]2[cH:15][c:16](-[c:19]2[o:20][c:21]([NH:35][CH3:34])[n:22][n:23]2)[cH:17][cH:18]3)[cH:8][cH:9]1)[F:28].